From a dataset of the Open Reaction Database (ORD), a public repository of structured organic reaction records. describe an organic reaction: reactants, conditions, products, and yield Starting materials: C(CCCNCCCCCCN)CCN (bis(hexamethylene)triamine), C(\C=C/C(=O)OCC)(=O)OCC (diethyl maleate). Yields the product O=C(OCC)CC(NCCCCCCNCCCCCCNC(CC(=O)OCC)C(=O)OCC)C(=O)OCC (triethyl 4-oxo-3-oxa-7,14,21-triazatricosane-6,22,23-tricarboxylate). Yield: 100.7%. Reaction SMILES: [CH2:1]([CH2:13][CH2:14][NH2:15])[CH2:2][CH2:3][CH2:4][NH:5][CH2:6][CH2:7][CH2:8][CH2:9][CH2:10][CH2:11][NH2:12].[C:16]([O:25][CH2:26][CH3:27])(=[O:24])/[CH:17]=[CH:18]\[C:19]([O:21][CH2:22][CH3:23])=[O:20]>>[O:24]=[C:16]([CH2:17][CH:18]([C:19]([O:21][CH2:22][CH3:23])=[O:20])[NH:15][CH2:14][CH2:13][CH2:1][CH2:2][CH2:3][CH2:4][NH:5][CH2:6][CH2:7][CH2:8][CH2:9][CH2:10][CH2:11][NH:12][CH:17]([C:16]([O:25][CH2:26][CH3:27])=[O:24])[CH2:18][C:19]([O:21][CH2:22][CH3:23])=[O:20])[O:25][CH2:26][CH3:27]. Procedure details: Analogously to (1), 154 g (0.72 mol) of bis(hexamethylene)triamine and 246 g (1.42 mol) of diethyl maleate were used to obtain 400 g of the product as a yellow liquid. The reactants are CC1CC(O)c2ncnc(N3CC4(CCN(C(=O)OC(C)(C)C)CC4)c4cc(Cl)ccc43)c21, ClCCl, O=C(Cl)c1ccc([N+](=O)[O-])cc1, [Na+], O=C([O-])O. Yields the product CC1CC(OC(=O)c2ccc([N+](=O)[O-])cc2)c2ncnc(N3CC4(CCN(C(=O)OC(C)(C)C)CC4)c4cc(Cl)ccc43)c21. As a reaction SMILES: [Cl:1][c:2]1[cH:3][c:4]2[c:8]([cH:9][cH:10]1)[N:7]([c:11]1[c:12]3[c:13]([n:14][cH:15][n:16]1)[CH:17]([OH:21])[CH2:18][CH:19]3[CH3:20])[CH2:6][C:5]21[CH2:22][CH2:23][N:24]([C:27](=[O:28])[O:29][C:30]([CH3:31])([CH3:32])[CH3:33])[CH2:25][CH2:26]1.[Cl:46][CH2:47][Cl:48].[N+:34](=[O:35])([O-:36])[c:37]1[cH:38][cH:39][c:40]([C:41](=[O:42])[Cl:43])[cH:44][cH:45]1.[Na+:53].[O-:49][C:50]([OH:51])=[O:52]>>[Cl:1][c:2]1[cH:3][c:4]2[c:8]([cH:9][cH:10]1)[N:7]([c:11]1[c:12]3[c:13]([n:14][cH:15][n:16]1)[CH:17]([O:21][C:41]([c:40]1[cH:39][cH:38][c:37]([N+:34](=[O:35])[O-:36])[cH:45][cH:44]1)=[O:42])[CH2:18][CH:19]3[CH3:20])[CH2:6][C:5]21[CH2:22][CH2:23][N:24]([C:27](=[O:28])[O:29][C:30]([CH3:31])([CH3:32])[CH3:33])[CH2:25][CH2:26]1. The reactants are C(C)OCC (diethyl ether), Cl.Cl.CC1=C(C=CC(=C1)N)NC1=NCCC1 (2-[(2-Methyl-4-aminophenyl)amino]-1-pyrroline, dihydrochloride), C(CCO)O (1,3-propanediol). The product is Cl.CC1=C(C=CC(=C1)NC(=O)OCCCO)NC1=NCCC1 (2-[[2-Methyl-4-((3-hydroxypropyloxy)carbonylamino)phenyl]amino]-1-pyrroline, hydrochloride), hydrochloride salt. As a reaction SMILES: [ClH:1].Cl.[CH3:3][C:4]1[CH:9]=[C:8]([NH2:10])[CH:7]=[CH:6][C:5]=1[NH:11][C:12]1[CH2:16][CH2:15][CH2:14][N:13]=1.[CH2:17]([OH:21])[CH2:18][CH2:19][OH:20].[CH2:22]([O:24]CC)C>>[ClH:1].[CH3:3][C:4]1[CH:9]=[C:8]([NH:10][C:22]([O:20][CH2:19][CH2:18][CH2:17][OH:21])=[O:24])[CH:7]=[CH:6][C:5]=1[NH:11][C:12]1[CH2:16][CH2:15][CH2:14][N:13]=1 |f:0.1.2,5.6|. Procedure details: The title compound was prepared by the general method of Example 25 using the product compound of Example 9 and 1,3-propanediol. The reaction mixture was treated with an eight-fold quantity of diethyl ether, in which the product was not soluble. The oily product was triturated with several portions of ether until solid. The crude solid was stirred as a suspension in a small amount of 1:1 ethanol/methanol, and then collected by filtration. Drying in a high vacuum over 5A molecular sieves produced... Reactants: N#Cc1ccc(C(=O)Cl)cc1, Cl, CN(C(=O)N(C)C1CCN(C(=O)C2CCCCN2)CC1c1ccc(F)cc1)c1cc(C(F)(F)F)cc(C(F)(F)F)c1. Product: CN(C(=O)N(C)C1CCN(C(=O)C2CCCCN2C(=O)c2ccc(C#N)cc2)CC1c1ccc(F)cc1)c1cc(C(F)(F)F)cc(C(F)(F)F)c1. Reaction SMILES: [C:43](#[N:44])[c:45]1[cH:46][cH:47][c:48]([C:49](=[O:50])[Cl:51])[cH:52][cH:53]1.[ClH:1].[F:2][C:3]([c:4]1[cH:5][c:6]([N:14]([C:15](=[O:16])[N:17]([CH3:18])[CH:19]2[CH:20]([c:33]3[cH:34][cH:35][c:36]([F:39])[cH:37][cH:38]3)[CH2:21][N:22]([C:25](=[O:26])[CH:27]3[NH:28][CH2:29][CH2:30][CH2:31][CH2:32]3)[CH2:23][CH2:24]2)[CH3:40])[cH:7][c:8]([C:10]([F:11])([F:12])[F:13])[cH:9]1)([F:41])[F:42]>>[F:2][C:3]([c:4]1[cH:5][c:6]([N:14]([C:15](=[O:16])[N:17]([CH3:18])[CH:19]2[CH:20]([c:33]3[cH:34][cH:35][c:36]([F:39])[cH:37][cH:38]3)[CH2:21][N:22]([C:25](=[O:26])[CH:27]3[N:28]([C:49]([c:48]4[cH:47][cH:46][c:45]([C:43]#[N:44])[cH:53][cH:52]4)=[O:50])[CH2:29][CH2:30][CH2:31][CH2:32]3)[CH2:23][CH2:24]2)[CH3:40])[cH:7][c:8]([C:10]([F:11])([F:12])[F:13])[cH:9]1)([F:41])[F:42].